Dataset: the Open Reaction Database (ORD), a public repository of structured organic reaction records. Task: describe an organic reaction: reactants, conditions, products, and yield The reactants are IC=1C(=CC(=C(OC=2C(=NC(=NC2)N)N)C1)C(C)C)OC (5-(5-Iodo-2-isopropyl-4-methoxy-phenoxy)-pyrimidine-2,4-diamine), C[Si](C)(C)C#C (Trimethylsilyl acetylene), C(C)(C)N(CC)C(C)C (diisopropylethylamine). The reagents and catalysts are Cl[Pd]([P](C1=CC=CC=C1)(C2=CC=CC=C2)C3=CC=CC=C3)([P](C4=CC=CC=C4)(C5=CC=CC=C5)C6=CC=CC=C6)Cl (bis(triphenylphosphine)-Palladium dichloride), [Cu]I (CuI). Run in C1CCOC1 (THF). Conditions: temperature 50 celsius, time 17 hour. The product is C(C)(C)C1=C(OC=2C(=NC(=NC2)N)N)C=C(C(=C1)OC)C#C[Si](C)(C)C (5-(2-Isopropyl-4-methoxy-5-trimethylsilanylethynyl-phenoxy)-pyrimidine-2,4-diamine). Yield: 91.8%. RXN SMILES: I[C:2]1[C:3]([O:20][CH3:21])=[CH:4][C:5]([CH:17]([CH3:19])[CH3:18])=[C:6]([CH:16]=1)[O:7][C:8]1[C:9]([NH2:15])=[N:10][C:11]([NH2:14])=[N:12][CH:13]=1.[CH3:22][Si:23]([C:26]#[CH:27])([CH3:25])[CH3:24].C(N(C(C)C)CC)(C)C>Cl[Pd](Cl)([P](C1C=CC=CC=1)(C1C=CC=CC=1)C1C=CC=CC=1)[P](C1C=CC=CC=1)(C1C=CC=CC=1)C1C=CC=CC=1.[Cu]I.C1COCC1>[CH:17]([C:5]1[CH:4]=[C:3]([O:20][CH3:21])[C:2]([C:27]#[C:26][Si:23]([CH3:25])([CH3:24])[CH3:22])=[CH:16][C:6]=1[O:7][C:8]1[C:9]([NH2:15])=[N:10][C:11]([NH2:14])=[N:12][CH:13]=1)([CH3:19])[CH3:18] |^1:39,58|. Reported procedure: 5-(5-Iodo-2-isopropyl-4-methoxy-phenoxy)-pyrimidine-2,4-diamine (2.0 g, 5 mmol), bis(triphenylphosphine)-Palladium dichloride (700 mg, 1 mmol) and CuI (100 mg, 0.5 mmol) were added to 14 mL dry THF under nitrogen. Trimethylsilyl acetylene (1.4 mL, 10 mmol) was added, followed by 7 mL diisopropylethylamine. The reaction mixture was stirred at 50° C. under nitrogen for 17 hours, then was allowed to cool for two hours with stirring. The reaction mixture was poured into 15% aqueous NHCl and extracte... Starting materials: O=C(O)c1ccc(Br)s1, CNc1ccc(F)cc1. The reagents and catalysts are CCN=C=NCCCN(C)C.Cl (EDC-HCl). The solvent is CN(C)C=O (DMF), CN(C)C=O (DMF), CN(C)C=O (DMF), CN(C)C=O (DMF), CN(C)C=O (DMF), CN(C)C=O (DMF). Reaction conditions: temperature 25 celsius, time 2 hour. Product: CN(C(=O)c1ccc(Br)s1)c1ccc(F)cc1. Yield: 27.4%. Reaction SMILES: CNc1ccc(F)cc1.O=C(O)c1ccc(Br)s1.CCN=C=NCCCN(C)C.Cl.CN(C)C=O>>CN(C(=O)c1ccc(Br)s1)c1ccc(F)cc1. The reactants are ClC=1C=C(C=C(C1)C(C(F)(F)F)(C)O)[C@H](CC(=O)OCC)NC(CNC(C1=CC(=CC(=C1)NC=1NCC(CN1)O)O)=O)=O ((3S)-ethyl 3-(3-chloro-5-(1,1,1-trifluoro-2-hydroxypropan-2-yl)phenyl)-3-(2-(3-hydroxy-5-((5-hydroxy-1,4,5,6-tetrahydropyrimidin-2-yl)amino)benzamido)acetamido)propanoate), O.[OH-].[Li+] (lithium hydroxide monohydrate), ClCCl (dichloromethane). Run in C(C)#N.O (acetonitrile water), O (water). Conditions: time 15 hour. Yields the product ClC=1C=C(C=C(C1)C(C(F)(F)F)(C)O)[C@H](CC(=O)O)NC(CNC(C1=CC(=CC(=C1)NC=1NCC(CN1)O)O)=O)=O ((3S)-3-(3-chloro-5-(1,1,1-trifluoro-2-hydroxypropan-2-yl)phenyl)-3-(2-(3-hydroxy-5-((5-hydroxy-1,4,5,6-tetrahydropyrimidin-2-yl)amino)benzamido)acetamido)propanoic acid). Reaction SMILES: [Cl:1][C:2]1[CH:3]=[C:4]([C@@H:15]([NH:22][C:23](=[O:43])[CH2:24][NH:25][C:26](=[O:42])[C:27]2[CH:32]=[C:31]([NH:33][C:34]3[NH:35][CH2:36][CH:37]([OH:40])[CH2:38][N:39]=3)[CH:30]=[C:29]([OH:41])[CH:28]=2)[CH2:16][C:17]([O:19]CC)=[O:18])[CH:5]=[C:6]([C:8]([OH:14])([CH3:13])[C:9]([F:12])([F:11])[F:10])[CH:7]=1.O.[OH-].[Li+].ClCCl>C(#N)C.O.O>[Cl:1][C:2]1[CH:3]=[C:4]([C@@H:15]([NH:22][C:23](=[O:43])[CH2:24][NH:25][C:26](=[O:42])[C:27]2[CH:32]=[C:31]([NH:33][C:34]3[NH:39][CH2:38][CH:37]([OH:40])[CH2:36][N:35]=3)[CH:30]=[C:29]([OH:41])[CH:28]=2)[CH2:16][C:17]([OH:19])=[O:18])[CH:5]=[C:6]([C:8]([OH:14])([CH3:13])[C:9]([F:12])([F:10])[F:11])[CH:7]=1 |f:1.2.3,5.6|. Reported procedure: To a suspension of (3S)-ethyl 3-(3-chloro-5-(1,1,1-trifluoro-2-hydroxypropan-2-yl)phenyl)-3-(2-(3-hydroxy-5-((5-hydroxy-1,4,5,6-tetrahydropyrimidin-2-yl)amino)benzamido)acetamido)propanoate (from step 2 above) (0.968 mmol, crude residue) in a mixture of acetonitrile/water (1:1) (8 mL) was added lithium hydroxide monohydrate (203.1 mg, 4.84 mmol) and the reaction mixture was stirred at room temperature overnight (15 h). The solvent was evaporated in vacuo to afford a yellow-orange viscous residue... The yield is 82.1%. Reported procedure: 40% Methanolic Triton B (0.45 mL, 0.99 mM) was added to a solution of the 9-[(2-methylphenyl)methyl]-4-hydroxy-5-carbamoyl carbazole (80 mg, 0.24 mM) in 8 mL DMF at room temperature. After 3 minutes, methyl bromoacetate (115 mg, 0.72 mM) was added and the resultant mixture stirred at room temperature for 48 hours. The mixture was diluted with ethyl acetate, washed with H2O, 1 N HCl, H2O, and saturated brine, dried over magnesium sulfate, filtered, and concentrated. The residue was purified by co... Yields the product CC1=C(C=CC=C1)CN1C2=CC=CC(=C2C=2C(=CC=CC12)OCC(=O)OC)C(N)=O ({9-[(2-methylphenyl)methyl]-5-carbamoylcarbazol-4-yl}oxyacetic acid, methyl ester). Starting materials: BrCC(=O)OC (methyl bromoacetate), CC1=C(C=CC=C1)CN1C2=CC=CC(=C2C=2C(=CC=CC12)O)C(N)=O (9-[(2-methylphenyl)methyl]-4-hydroxy-5-carbamoyl carbazole), resultant mixture. Run at time 3 minute. As a reaction SMILES: [CH3:1][C:2]1[CH:7]=[CH:6][CH:5]=[CH:4][C:3]=1[CH2:8][N:9]1[C:21]2[CH:20]=[CH:19][CH:18]=[C:17]([OH:22])[C:16]=2[C:15]2[C:10]1=[CH:11][CH:12]=[CH:13][C:14]=2[C:23](=[O:25])[NH2:24].Br[CH2:27][C:28]([O:30][CH3:31])=[O:29]>CN(C=O)C.C(OCC)(=O)C>[CH3:1][C:2]1[CH:7]=[CH:6][CH:5]=[CH:4][C:3]=1[CH2:8][N:9]1[C:21]2[CH:20]=[CH:19][CH:18]=[C:17]([O:22][CH2:27][C:28]([O:30][CH3:31])=[O:29])[C:16]=2[C:15]2[C:10]1=[CH:11][CH:12]=[CH:13][C:14]=2[C:23](=[O:25])[NH2:24]. Run in C(C)(=O)OCC (ethyl acetate), CN(C)C=O (DMF). Run at temperature 0 celsius, time 30 minute. Starting materials: N[C@H]1C[C@@](CC1)(CC)C(=O)N1[C@@H]2CN([C@H](C1)C2)C(=O)OC(C)(C)C (tert-butyl (1S,4S)-5-{[(1S,3R)-3-amino-1-ethylcyclopentyl]carbonyl}-2,5-diazabicyclo[2.2.1]heptane-2-carboxylate), C(C)(=O)O[BH-](OC(C)=O)OC(C)=O.[Na+] (sodium triacetoxyborohydride), 3R, COC1COCCC1=O (3-methoxytetrahydro-4H-pyran-4-one), [OH-].[Na+] (NaOH). As a reaction SMILES: [NH2:1][C@@H:2]1[CH2:6][CH2:5][C@@:4]([C:9]([N:11]2[CH2:16][C@@H:15]3[CH2:17][C@H:12]2[CH2:13][N:14]3[C:18]([O:20][C:21]([CH3:24])([CH3:23])[CH3:22])=[O:19])=[O:10])([CH2:7][CH3:8])[CH2:3]1.C(O[BH-](OC(=O)C)OC(=O)C)(=O)C.[Na+].[CH3:39][O:40][CH:41]1[C:46](=O)[CH2:45][CH2:44][O:43][CH2:42]1.[OH-].[Na+]>ClCCl.O>[CH2:7]([C@:4]1([C:9]([N:11]2[CH2:16][C@@H:15]3[CH2:17][C@H:12]2[CH2:13][N:14]3[C:18]([O:20][C:21]([CH3:23])([CH3:22])[CH3:24])=[O:19])=[O:10])[CH2:5][CH2:6][C@@H:2]([NH:1][C@@H:46]2[CH2:45][CH2:44][O:43][CH2:42][C@H:41]2[O:40][CH3:39])[CH2:3]1)[CH3:8].[C:21]([O:20][C:18]([N:14]1[CH2:13][C@@H:12]2[CH2:17][C@H:15]1[CH2:16][N:11]2[C:9]([C@@:4]1([CH2:7][CH3:8])[CH2:5][CH2:6][C@@H:2]([NH:1][C@@H:46]2[C@H:41]([O:40][CH3:39])[CH2:42][O:43][CH2:44][CH2:45]2)[CH2:3]1)=[O:10])=[O:19])([CH3:23])([CH3:22])[CH3:24] |f:1.2,4.5|. Procedure: A 0° C. solution of tert-butyl (1S,4S)-5-{[(1S,3R)-3-amino-1-ethylcyclopentyl]carbonyl}-2,5-diazabicyclo[2.2.1]heptane-2-carboxylate (1.58 g, 4.7 mmol) in dichloromethane (25 ml) was treated with sodium triacetoxyborohydride (2.36 g, 11.1 mmol) and 3R)-3-methoxytetrahydro-4H-pyran-4-one (0.76 g, 7.6 mmol). The reaction was stirred under nitrogen at 0° C. for 30 minutes then allowed to warm to room temperature and stirred for 15 hours. The reaction was treated with 2.5N NaOH (10 mL) and stirred f... Product: C(C)[C@]1(C[C@@H](CC1)N[C@H]1[C@@H](COCC1)OC)C(=O)N1[C@@H]2CN([C@H](C1)C2)C(=O)OC(C)(C)C ((1S,4S)-tert-butyl 5-((1S,3R)-1-ethyl-3-((3S,4R)-3-methoxy-tetrahydro-2H-pyran-4-ylamino)cyclopentanecarbonyl)-2,5-diaza-bicyclo[2.2.1]heptane-2-carboxylate), C(C)(C)(C)OC(=O)N1[C@@H]2CN([C@H](C1)C2)C(=O)[C@@]2(C[C@@H](CC2)N[C@H]2CCOC[C@H]2OC)CC (1,5-anhydro-3-{[(1R,3S)-3-{[(1S,4S)-5-(tert-butoxycarbonyl)-2,5-diazabicyclo[2.2.1]hept-2-yl]carbonyl}-3-ethylcyclopentyl]amino}-2,3-dideoxy-4-O-methyl-D-erythro-pentitol). The solvent is O (water), ClCCl (dichloromethane). Reactants: CC(C)(C)[O-], CCOC(=O)CN(C(C)c1ccccc1)C1CCCCC1COS(C)(=O)=O, [Cl-], [NH4+], [Na+], C1CCOC1, O. The product is CCOC(=O)C1CC2CCCCC2N1C(C)c1ccccc1. As a reaction SMILES: [CH3:1][C:2]([CH3:3])([O-:4])[CH3:5].[CH3:7][S:8]([O:9][CH2:12][CH:13]1[CH:14]([N:19]([CH2:20][C:21](=[O:22])[O:23][CH2:24][CH3:25])[CH:26]([CH3:27])[c:28]2[cH:29][cH:30][cH:31][cH:32][cH:33]2)[CH2:15][CH2:16][CH2:17][CH2:18]1)(=[O:10])=[O:11].[Cl-:34].[NH4+:35].[Na+:6].[O:36]1[CH2:37][CH2:38][CH2:39][CH2:40]1.[OH2:41]>>[CH2:12]1[CH:13]2[CH:14]([CH2:15][CH2:16][CH2:17][CH2:18]2)[N:19]([CH:26]([CH3:27])[c:28]2[cH:29][cH:30][cH:31][cH:32][cH:33]2)[CH:20]1[C:21](=[O:22])[O:23][CH2:24][CH3:25]. The reactants are [W]=O (tungsten oxide), C1(=CC=CC=C1)C (toluene). Yields the product C1(=CC=CC=C1)C.[W]=O (tungsten oxide toluene). Reaction SMILES: [W:1]=[O:2].[C:3]1([CH3:9])[CH:8]=[CH:7][CH:6]=[CH:5][CH:4]=1>>[C:3]1([CH3:9])[CH:8]=[CH:7][CH:6]=[CH:5][CH:4]=1.[W:1]=[O:2] |f:2.3|. Procedure: 100 g of tungsten oxide powder (Cs0.33WO2.94Cl0.02Br0.04) was ground and dispersed in 500 g of toluene, to form an anion and cation co-doped tungsten oxide toluene solution. Reactants: [OH-].[K+] (KOH), Cl.C(C)N=C=NCCCN(C)C (1-ethyl-3-(3-dimethylaminopropyl)carbodiimide hydrochloride), P(=O)([O-])([O-])[O-].[K+].[K+].[K+] (potassium phosphate), C(C)(=O)C(C(=S)O)C (acetylthiopropionic acid), Cl.CN (methylamine hydrochloride), N1=CC=CC=C1 (pyridine). The solvent is O (water), CN(C=O)C (dimethylformamide). Conditions: time 5 hour. Yields the product CNC(CCC(C)=S)=O (N-methyl-(3-thioacetyl)propionamide). As a reaction SMILES: C([CH:4](C)[C:5](O)=[S:6])(=O)C.Cl.CN.N1C=CC=CC=1.Cl.C(N=C=N[CH2:24][CH2:25][CH2:26][N:27]([CH3:29])C)C.P([O-])([O-])([O-])=[O:31].[K+].[K+].[K+].[OH-].[K+]>CN(C)C=O.O>[CH3:29][NH:27][C:26](=[O:31])[CH2:25][CH2:24][C:5](=[S:6])[CH3:4] |f:1.2,4.5,6.7.8.9,10.11|. Reported procedure: Acetylthiopropionic acid (0.5 g, 3.38×10-3 mol, see Example 2), methylamine hydrochloride (0.25 g, 3.7×10-3 mol) and pyridine (0.58 ml, 7.2×10-3 mol) were dissolved in 15 ml anhydrous dimethylformamide. The reaction was started by addition of 1-ethyl-3-(3-dimethylaminopropyl)carbodiimide hydrochloride (0.71 g, 3.7×10-3 mol). The reaction was stirred over argon at room temperature for 5 hr. The solvents were removed in vacuo to afford a yellow oil. After addition of 5 ml water and 1 ml 0.5M potas... Starting materials: ClCCl.CCOC(=O)C (Dichloromethane EtOAc), C(=O)C=1C=CC(=C(C(=O)OC)C1)O (methyl 5-formyl-2-hydroxybenzoate), Mg(ClO4)2, COC1=CC2=C(N=C(S2)N)C=C1 (6-methoxybenzo[d]thiazol-2-amine), P(OC)(OC)[O-] (dimethyl phosphite). Run in C1(=CC=CC=C1)C (toluene). Yields the product COP(=O)(OC)C(C=1C=CC(=C(C(=O)OC)C1)O)NC=1SC2=C(N1)C=CC(=C2)OC (Methyl 5-((dimethoxyphosphoryl)((6-methoxybenzo[d]thiazol-2-yl)amino)methyl)-2-hydroxybenzoate). Reaction SMILES: [CH:1]([C:3]1[CH:4]=[CH:5][C:6]([OH:13])=[C:7]([CH:12]=1)[C:8]([O:10][CH3:11])=[O:9])=O.[CH3:14][O:15][C:16]1[CH:25]=[CH:24][C:19]2[N:20]=[C:21]([NH2:23])[S:22][C:18]=2[CH:17]=1.[P:26]([O-:31])([O:29][CH3:30])[O:27][CH3:28].ClCCl.CCOC(C)=O>C1(C)C=CC=CC=1>[CH3:28][O:27][P:26]([CH:1]([NH:23][C:21]1[S:22][C:18]2[CH:17]=[C:16]([O:15][CH3:14])[CH:25]=[CH:24][C:19]=2[N:20]=1)[C:3]1[CH:4]=[CH:5][C:6]([OH:13])=[C:7]([CH:12]=1)[C:8]([O:10][CH3:11])=[O:9])([O:29][CH3:30])=[O:31] |f:3.4|. Procedure details: The mixture of methyl 5-formyl-2-hydroxybenzoate (2) (0.1 g, 5 mmol) and Mg(ClO4)2 (0.12 g, 5 mol %) was stirred for 10-15 minutes in anhydrous toluene (5 mL), after which time 6-methoxybenzo[d]thiazol-2-amine (1) (0.1 g, 5 mmol) and dimethyl phosphite (0.061 g, 5 mmol) were added, and the reaction mixture was refluxed for 6 hours. The progress of the reaction was monitored by TLC (Dichloromethane:EtOAc 1:9). After completion of the reaction, the solvent was removed under reduced pressure. The c...